From a dataset of the Open Reaction Database (ORD), a public repository of structured organic reaction records. describe an organic reaction: reactants, conditions, products, and yield Reactants: ClC=1C=C(C=CC1)[C@H]1C[C@](C(N([C@@H]1C1=CC=C(C=C1)Cl)N(CC)CC)=O)(C)CC(=O)OC (Methyl 2-((3R,5R,6S)-5-(3-chlorophenyl)-6-(4-chlorophenyl)-1-(diethylamino)-3-methyl-2-oxopiperidin-3-yl)acetate), CI (methyl iodide). The product is ClC=1C=C(C=CC1)[C@H]1C[C@](C(N([C@@H]1C1=CC=C(C=C1)Cl)N(C)C)=O)(C)CC(=O)O (2-((3R,5R,6S)-5-(3-Chlorophenyl)-6-(4-chlorophenyl)-1-(dimethylamino)-3-methyl-2-oxopiperidin-3-yl)acetic acid). Reaction SMILES: [Cl:1][C:2]1[CH:3]=[C:4]([C@@H:8]2[C@@H:13]([C:14]3[CH:19]=[CH:18][C:17]([Cl:20])=[CH:16][CH:15]=3)[N:12]([N:21]([CH2:24]C)[CH2:22]C)[C:11](=[O:26])[C@:10]([CH2:28][C:29]([O:31]C)=[O:30])([CH3:27])[CH2:9]2)[CH:5]=[CH:6][CH:7]=1.CI>>[Cl:1][C:2]1[CH:3]=[C:4]([C@@H:8]2[C@@H:13]([C:14]3[CH:19]=[CH:18][C:17]([Cl:20])=[CH:16][CH:15]=3)[N:12]([N:21]([CH3:22])[CH3:24])[C:11](=[O:26])[C@:10]([CH2:28][C:29]([OH:31])=[O:30])([CH3:27])[CH2:9]2)[CH:5]=[CH:6][CH:7]=1. Reported procedure: Methyl 2-((3R,5R,6S)-1-amino-5-(3-chlorophenyl)-6-(4-chlorophenyl)-3-methyl-2-oxopiperidin-3-yl)acetate (Example 429 step C) was treated by a procedure similar to the one described in Example 429, using methyl iodide instead of ethyl iodide in Step C. The reactants are C(C)(C)(C)OC(=O)N1CCC(CC1)CN (1-(t-butyloxycarbonyl)-4-(aminomethyl)piperidine), C(=S)(N1C=NC=C1)N1C=NC=C1 (1,1′-thiocarbonyldiimidazole), ice water. Isolated yield 64.1%. Procedure: To a solution of 1-(t-butyloxycarbonyl)-4-(aminomethyl)piperidine (2.14 g) in N,N-dimethylformamide (20 ml) was added 1,1′-thiocarbonyldiimidazole (1.87 g), and the mixture was stirred at room temperature for 4 hr. The reaction mixture was poured into ice water (100 ml), and extracted with ethyl acetate (100 ml). The extract was washed successively with 0.5M hydrochloric acid, 1M aqueous sodium hydrogen carbonate solution and saturated brine, dried over anhydrous sodium sulfate, and concentrated... The solvent is CN(C=O)C (N,N-dimethylformamide). Yields the product C(C)(C)(C)OC(=O)N1CCC(CC1)CN=C=S ([1-(t-butyloxycarbonyl)piperidin-4-yl]methyl isothiocyanate). As a reaction SMILES: [C:1]([O:5][C:6]([N:8]1[CH2:13][CH2:12][CH:11]([CH2:14][NH2:15])[CH2:10][CH2:9]1)=[O:7])([CH3:4])([CH3:3])[CH3:2].[C:16](N1C=CN=C1)(N1C=CN=C1)=[S:17]>CN(C)C=O>[C:1]([O:5][C:6]([N:8]1[CH2:13][CH2:12][CH:11]([CH2:14][N:15]=[C:16]=[S:17])[CH2:10][CH2:9]1)=[O:7])([CH3:4])([CH3:3])[CH3:2]. Run at time 4 hour. Starting materials: CC1=NOC(=C1C(CC(=O)O)C1=CC=C(C=C1)O)C (3-(3,5-Dimethyl-1,2-oxazol-4-yl)-3-(4-hydroxyphenyl)propanoic acid), CS(=O)(=O)O (methanesulfonic acid). The solvent is CO (methanol). Conditions: temperature 65 celsius, time 1 hour. Product: CC1=NOC(=C1C(CC(=O)OC)C1=CC=C(C=C1)O)C (Methyl 3-(3,5-dimethyl-1,2-oxazol-4-yl)-3-(4-hydroxyphenyl)propanoate). The yield is 18.7%. As a reaction SMILES: [CH3:1][C:2]1[C:6]([CH:7]([C:12]2[CH:17]=[CH:16][C:15]([OH:18])=[CH:14][CH:13]=2)[CH2:8][C:9]([OH:11])=[O:10])=[C:5]([CH3:19])[O:4][N:3]=1.[CH3:20]S(O)(=O)=O>CO>[CH3:1][C:2]1[C:6]([CH:7]([C:12]2[CH:13]=[CH:14][C:15]([OH:18])=[CH:16][CH:17]=2)[CH2:8][C:9]([O:11][CH3:20])=[O:10])=[C:5]([CH3:19])[O:4][N:3]=1. Reported procedure: To a 25 mL RB flask fitted with magnetic stirrer was charged 20 mL of methanol. To the stirred solvent was added 3-(3,5-Dimethyl-1,2-oxazol-4-yl)-3-(4-hydroxyphenyl)propanoic acid (1.0 g, 6.1 mmol), followed by methanesulfonic acid (1.16 g, 12.0 mmol). After addition, the RM was refluxed at 65° C. for 1 h. After 1 h, the solvent was evaporated, water (20 mL) was added and the organic layer was extracted with ethyl acetate (15 mL×2). The organic layer was dried over anhydrous Na2SO4 and the solve... Reactants: C[Si](C)(C)C#C (trimethylsilylacetylene), C(CCC)[Li] (n-butyllithium), C(C=C)OC(=O)N1[C@@H](CC(C1)=O)C(=O)OC ((2S)-1-allyloxycarbonyl-2-methoxycarbonyl-4-oxopyrrolidine). The solvent is [Cl-].[NH4+] (ammonium chloride), C(C)(=O)OCC (ethyl acetate), O1CCCC1 (tetrahydrofuran), O1CCCC1 (tetrahydrofuran). Conditions: time 1 hour. Product: C(C=C)OC(=O)N1C(CC(C1)(C#C[Si](C)(C)C)O)C(=O)OC (1-allyloxycarbonyl-4-hydroxy-2-methoxycarbonyl-4-trimethylsilylethynylpyrrolidine). The yield is 57.7%. As a reaction SMILES: [CH3:1][Si:2]([C:5]#[CH:6])([CH3:4])[CH3:3].C([Li])CCC.[CH2:12]([O:15][C:16]([N:18]1[CH2:22][C:21](=[O:23])[CH2:20][C@H:19]1[C:24]([O:26][CH3:27])=[O:25])=[O:17])[CH:13]=[CH2:14]>O1CCCC1.[Cl-].[NH4+].C(OCC)(=O)C>[CH2:12]([O:15][C:16]([N:18]1[CH2:22][C:21]([OH:23])([C:6]#[C:5][Si:2]([CH3:4])([CH3:3])[CH3:1])[CH2:20][CH:19]1[C:24]([O:26][CH3:27])=[O:25])=[O:17])[CH:13]=[CH2:14] |f:4.5|. Reported procedure: To a solution of trimethylsilylacetylene (5 g) in tetrahydrofuran (60 ml) was added n-butyllithium (32 ml) slowly and dropwise at -50° C. After completion of the dropwise addition, the mixture was stirred at -50° C. for 30 minutes, at the end of which time a tetrahydrofuran solution (10 ml) of (2S)-1-allyloxycarbonyl-2-methoxycarbonyl-4-oxopyrrolidine (10 g) was added below -50° C. The mixture was stirred for 1 hour and, then, diluted with saturated aqueous ammonium chloride solution and ethyl a... Yields the product CC=CC(=O)Oc1ccc(C(=O)O)cc1. RXN SMILES: [C:1]([CH:2]=[CH:3][CH3:4])(=[O:5])[O:6][c:7]1[cH:8][cH:9][c:10]([CH:11]=[O:12])[cH:13][cH:14]1.[CH3:15][C:16]([CH3:17])=[O:18].[OH2:19]>>[C:1]([CH:2]=[CH:3][CH3:4])(=[O:5])[O:6][c:7]1[cH:8][cH:9][c:10]([C:11](=[O:12])[OH:18])[cH:13][cH:14]1. Starting materials: CC=CC(=O)Oc1ccc(C=O)cc1, CC(C)=O, O. Reactants: CCOC(=O)C(Cc1ccc(OCC=C(C)c2ccc(-c3ccc(C(C)C)cc3)cc2)cc1)OCC, [Na+], [OH-]. Product: CCOC(Cc1ccc(OCC=C(C)c2ccc(-c3ccc(C(C)C)cc3)cc2)cc1)C(=O)O. As a reaction SMILES: [CH2:1]([CH3:2])[O:3][CH:4]([C:5](=[O:6])[O:7][CH2:8][CH3:9])[CH2:10][c:11]1[cH:12][cH:13][c:14]([O:17][CH2:18][CH:19]=[C:20]([CH3:21])[c:22]2[cH:23][cH:24][c:25](-[c:28]3[cH:29][cH:30][c:31]([CH:34]([CH3:35])[CH3:36])[cH:32][cH:33]3)[cH:26][cH:27]2)[cH:15][cH:16]1.[Na+:38].[OH-:37]>>[CH2:1]([CH3:2])[O:3][CH:4]([C:5](=[O:6])[OH:7])[CH2:10][c:11]1[cH:12][cH:13][c:14]([O:17][CH2:18][CH:19]=[C:20]([CH3:21])[c:22]2[cH:23][cH:24][c:25](-[c:28]3[cH:29][cH:30][c:31]([CH:34]([CH3:35])[CH3:36])[cH:32][cH:33]3)[cH:26][cH:27]2)[cH:15][cH:16]1. Starting materials: FC(C=1C=C(CN(C(=O)C=2C(=CC(=NC2)C=2CCNCC2)C2=C(C=CC=C2)C)C)C=C(C1)C(F)(F)F)(F)F (4-o-Tolyl-1′,2′,3′,6′-tetrahydro-[2,4′]bipyridinyl-5-carboxylic acid (3,5-bis-trifluoromethyl-benzyl)-methyl-amide), BrCC1CC1 ((bromomethyl)cyclopropane), C([O-])([O-])=O.[K+].[K+] (potassium carbonate). The solvent is C(C)#N (acetonitrile), C(C)(=O)OCC (ethyl acetate). Conditions: time 15 hour. Yields the product FC(C=1C=C(CN(C(=O)C=2C(=CC(=NC2)C=2CCN(CC2)CC2CC2)C2=C(C=CC=C2)C)C)C=C(C1)C(F)(F)F)(F)F (1′-Cyclopropylmethyl-4-o-tolyl-1′,2′,3′,6′-tetrahydro-[2,4′]bipyridinyl-5-carboxylic acid (3,5-bis-trifluoromethyl-benzyl)-methyl-amide). The yield is 43.3%. RXN SMILES: [F:1][C:2]([F:38])([F:37])[C:3]1[CH:4]=[C:5]([CH:30]=[C:31]([C:33]([F:36])([F:35])[F:34])[CH:32]=1)[CH2:6][N:7]([CH3:29])[C:8]([C:10]1[C:11]([C:22]2[CH:27]=[CH:26][CH:25]=[CH:24][C:23]=2[CH3:28])=[CH:12][C:13]([C:16]2[CH2:17][CH2:18][NH:19][CH2:20][CH:21]=2)=[N:14][CH:15]=1)=[O:9].Br[CH2:40][CH:41]1[CH2:43][CH2:42]1.C(=O)([O-])[O-].[K+].[K+]>C(#N)C.C(OCC)(=O)C>[F:36][C:33]([F:34])([F:35])[C:31]1[CH:30]=[C:5]([CH:4]=[C:3]([C:2]([F:1])([F:37])[F:38])[CH:32]=1)[CH2:6][N:7]([CH3:29])[C:8]([C:10]1[C:11]([C:22]2[CH:27]=[CH:26][CH:25]=[CH:24][C:23]=2[CH3:28])=[CH:12][C:13]([C:16]2[CH2:17][CH2:18][N:19]([CH2:40][CH:41]3[CH2:43][CH2:42]3)[CH2:20][CH:21]=2)=[N:14][CH:15]=1)=[O:9] |f:2.3.4|. Reported procedure: A mixture of 60 mg (0.11 mmol) 4-o-tolyl-1′,2′,3′, 6′-tetrahydro-[2,4′]bipyridinyl-5-carboxylic acid (3,5-bis-trifluoromethyl-benzyl)-methyl-amide (Example 42), 0.011 ml (0.11 mmol) (bromomethyl)cyclopropane and 19 mg (0.14 mmol) potassium carbonate in 1.5 ml acetonitrile was stirred at room temperature for 15 h. The mixture was diluted with ethyl acetate and washed with water. The aqueous layer was extracted with three portions of ethyl acetate. The combined organic extracts were dried over sod...